This data is from the Open Reaction Database (ORD), a public repository of structured organic reaction records. The task is: describe an organic reaction: reactants, conditions, products, and yield Reactants: O=C([O-])[O-], CCCCN(CCCC)C(=O)Cc1ccccc1I, [Cu], [I-], [K+], [K+], Nc1c(Cl)cccc1Cl, Cc1ccccc1C. The product is CCCCN(CCCC)C(=O)Cc1ccccc1Nc1c(Cl)cccc1Cl. Reaction SMILES: [C:29](=[O:30])([O-:31])[O-:32].[CH2:1]([CH2:2][CH2:3][CH3:4])[N:5]([C:6]([CH2:7][c:8]1[c:9]([I:14])[cH:10][cH:11][cH:12][cH:13]1)=[O:15])[CH2:16][CH2:17][CH2:18][CH3:19].[Cu:44].[I-:35].[K+:33].[K+:34].[NH2:20][c:21]1[c:22]([Cl:23])[cH:24][cH:25][cH:26][c:27]1[Cl:28].[c:36]1([CH3:37])[c:38]([CH3:39])[cH:40][cH:41][cH:42][cH:43]1>>[CH2:1]([CH2:2][CH2:3][CH3:4])[N:5]([C:6]([CH2:7][c:8]1[c:9]([NH:20][c:21]2[c:22]([Cl:23])[cH:24][cH:25][cH:26][c:27]2[Cl:28])[cH:10][cH:11][cH:12][cH:13]1)=[O:15])[CH2:16][CH2:17][CH2:18][CH3:19]. Starting materials: O.OC1=CC=CC=2NN=NC21 (hydroxybenzotriazole hydrate), Cl.CN(CCCN=C=NCC)C (1-(3-dimethylaminopropyl)-3-ethylcarbodiimide hydrochloride), C(C)(C)N(CC)C(C)C (diisopropylethylamine), Cl.C1(=CC=CC=C1)C1([C@@H]2CNC[C@@H]2[C@@H](CC1)F)C1=CC=CC=C1 ((3aR, 7R,7aR)-4,4-diphenyl-7-fluoroperhydroisoindole hydrochloride), N1(CCCC1)CC(C)OC1=C(C=CC=C1)CC(=O)O (2-{[3-(1-pyrrolidinyl)-2-propoxy]phenyl}acetic acid). Run in ClCCl (dichloromethane). Conditions: temperature 20 celsius, time 20 hour. Product: N1(CCCC1)CC(C)OC1=C(C=CC=C1)CC(=O)N1C[C@@H]2[C@@H](CCC([C@@H]2C1)(C1=CC=CC=C1)C1=CC=CC=C1)F ((3aR, 7R,7aR)-2-{{[3-(1-pyrrolidinyl)-2-propoxy]phenyl}acetyl}-4,4-diphenyl-7-fluoroperhydroisoindole). Yield: 41.7%. RXN SMILES: O.OC1C2N=NNC=2C=CC=1.Cl.[C:13]1([C:19]2([C:29]3[CH:34]=[CH:33][CH:32]=[CH:31][CH:30]=3)[CH2:27][CH2:26][C@@H:25]([F:28])[C@@H:24]3[C@H:20]2[CH2:21][NH:22][CH2:23]3)[CH:18]=[CH:17][CH:16]=[CH:15][CH:14]=1.[N:35]1([CH2:40][CH:41]([O:43][C:44]2[CH:49]=[CH:48][CH:47]=[CH:46][C:45]=2[CH2:50][C:51](O)=[O:52])[CH3:42])[CH2:39][CH2:38][CH2:37][CH2:36]1.Cl.CN(C)CCCN=C=NCC.C(N(C(C)C)CC)(C)C>ClCCl>[N:35]1([CH2:40][CH:41]([O:43][C:44]2[CH:49]=[CH:48][CH:47]=[CH:46][C:45]=2[CH2:50][C:51]([N:22]2[CH2:21][C@@H:20]3[C@@H:24]([C@H:25]([F:28])[CH2:26][CH2:27][C:19]3([C:13]3[CH:18]=[CH:17][CH:16]=[CH:15][CH:14]=3)[C:29]3[CH:30]=[CH:31][CH:32]=[CH:33][CH:34]=3)[CH2:23]2)=[O:52])[CH3:42])[CH2:36][CH2:37][CH2:38][CH2:39]1 |f:0.1,2.3,5.6|. Procedure: 0.04 g of hydroxybenzotriazole hydrate is added to a solution, cooled to +5° C., of 1 g of (3aR, 7R,7aR)-4,4-diphenyl-7-fluoroperhydroisoindole hydrochloride and 0.924 g of 2-{[3-(1-pyrrolidinyl)-2-propoxy]phenyl}acetic acid in 40 cm3 of dry dichloromethane, followed by 0.79 g of 1-(3-dimethylaminopropyl)-3-ethylcarbodiimide hydrochloride and 0.51 cm3 of diisopropylethylamine. After stirring for 2.5 hours at +5° C. and for 20 hours at 20° C., the reaction mixture is washed twice with 50 cm3 of w... The reactants are CC1CN(CCNC(=O)Nc2nc3ccc(SC#N)cc3s2)CC(C)O1, [K+], O=P([O-])(O)O, OC(CS)C(O)CS. The product is CC1CN(CCNC(=O)Nc2nc3ccc(S)cc3s2)CC(C)O1. Reaction SMILES: [CH3:1][CH:2]1[O:3][CH:4]([CH3:26])[CH2:5][N:6]([CH2:8][CH2:9][NH:10][C:11](=[O:12])[NH:13][c:14]2[s:15][c:16]3[c:17]([n:18]2)[cH:19][cH:20][c:21]([S:23][C:24]#[N:25])[cH:22]3)[CH2:7]1.[K+:27].[OH:28][P:29](=[O:30])([O-:31])[OH:32].[SH:33][CH2:34][CH:35]([CH:36]([CH2:37][SH:38])[OH:39])[OH:40]>>[CH3:1][CH:2]1[O:3][CH:4]([CH3:26])[CH2:5][N:6]([CH2:8][CH2:9][NH:10][C:11](=[O:12])[NH:13][c:14]2[s:15][c:16]3[c:17]([n:18]2)[cH:19][cH:20][c:21]([SH:23])[cH:22]3)[CH2:7]1. Starting materials: triethyl phosphonoacetate, O1CCCC1 (tetrahydrofuran), COC=1C=CC=C2CCC(C12)NC1=NC(=NC=C1C=O)SC (4-(7-methoxy-2,3-dihydro-1H-inden-1-ylamino)-2-(methylthio)pyrimidine-5-carbaldehyde), O1CCCC1 (tetrahydrofuran), O (water), [H-].[Na+] (sodium hydride), O1CCCC1 (tetrahydrofuran). Solvent: C(C)(=O)OCC (ethyl acetate), [Cl-].[Na+].O (brine). Run at time 30 minute. Product: COC=1C=CC=C2CCC(C12)NC1=NC(=NC=C1/C=C/C(=O)OCC)SC ((E)-ethyl 3-(4-(7-methoxy-2,3-dihydro-1H-inden-1-ylamino)-2-(methylthio)pyrimidin-5-yl)acrylate). RXN SMILES: [H-].[Na+].[CH3:3][O:4][C:5]1[CH:6]=[CH:7][CH:8]=[C:9]2[C:13]=1[CH:12]([NH:14][C:15]1[C:20]([CH:21]=O)=[CH:19][N:18]=[C:17]([S:23][CH3:24])[N:16]=1)[CH2:11][CH2:10]2.[OH2:25].[O:26]1[CH2:30][CH2:29][CH2:28][CH2:27]1>C(OCC)(=O)C.[Cl-].[Na+].O>[CH3:3][O:4][C:5]1[CH:6]=[CH:7][CH:8]=[C:9]2[C:13]=1[CH:12]([NH:14][C:15]1[C:20](/[CH:21]=[CH:28]/[C:27]([O:26][CH2:30][CH3:29])=[O:25])=[CH:19][N:18]=[C:17]([S:23][CH3:24])[N:16]=1)[CH2:11][CH2:10]2 |f:0.1,6.7.8|. Procedure: To a suspension of sodium hydride (60% dispersion, 0.21 g, 5.25 mmol) in anhydrous tetrahydrofuran (21 mL) was added dropwise a solution of triethyl phosphonoacetate (1.03 mL, 1.16 g, 5.19 mmol) in anhydrous tetrahydrofuran (5 mL) at 0-5° C. and the reaction mixture was stirred for 30 min at this temperature. To this suspension was added carefully 4-(7-methoxy-2,3-dihydro-1H-inden-1-ylamino)-2-(methylthio)pyrimidine-5-carbaldehyde (1.48 g, 4.69 mmol) in anhydrous tetrahydrofuran (25 mL) below 5°... As a reaction SMILES: [Br-:13].[Br:5][CH2:6][C:7]1([CH2:11][OH:12])[CH2:8][O:9][CH2:10]1.[CH2:14]([N+:15]([CH2:16][CH2:17][CH2:18][CH3:19])([CH2:20][CH2:21][CH2:22][CH3:23])[CH2:24][CH2:25][CH2:26][CH3:27])[CH2:28][CH2:29][CH3:30].[N-:2]=[N+:3]=[N-:4].[Na+:1].[OH2:31]>>[N:2](=[N+:3]=[N-:4])[CH2:6][C:7]1([CH2:11][OH:12])[CH2:8][O:9][CH2:10]1. The reactants are [Br-], OCC1(CBr)COC1, CCCC[N+](CCCC)(CCCC)CCCC, [N-]=[N+]=[N-], [Na+], O. The product is [N-]=[N+]=NCC1(CO)COC1. The reactants are CO, Cl, O=CNc1ccc(C2CCN(CC(F)(F)F)CC2)cc1. Product: Nc1ccc(C2CCN(CC(F)(F)F)CC2)cc1. Reaction SMILES: [CH3:22][OH:23].[ClH:21].[F:1][C:2]([CH2:3][N:4]1[CH2:5][CH2:6][CH:7]([c:10]2[cH:11][cH:12][c:13]([NH:16][CH:17]=[O:18])[cH:14][cH:15]2)[CH2:8][CH2:9]1)([F:19])[F:20]>>[F:1][C:2]([CH2:3][N:4]1[CH2:5][CH2:6][CH:7]([c:10]2[cH:11][cH:12][c:13]([NH2:16])[cH:14][cH:15]2)[CH2:8][CH2:9]1)([F:19])[F:20]. The reactants are BrC=1C=C(C=CC1)CO ((3-bromophenyl)methanol), OCC1=CC=C(C=C1)B(O)O ((4-(hydroxymethyl)phenyl)boronic acid). Product: BrC=1C=C(C=CC1)COCC1=CC=C(C=C1)B(O)O ([4-[(3-bromophenyl)Methoxymethyl]phenyl]boronic Acid). RXN SMILES: [Br:1][C:2]1[CH:3]=[C:4]([CH2:8][OH:9])[CH:5]=[CH:6][CH:7]=1.O[CH2:11][C:12]1[CH:17]=[CH:16][C:15]([B:18]([OH:20])[OH:19])=[CH:14][CH:13]=1>>[Br:1][C:2]1[CH:3]=[C:4]([CH2:8][O:9][CH2:11][C:12]2[CH:17]=[CH:16][C:15]([B:18]([OH:20])[OH:19])=[CH:14][CH:13]=2)[CH:5]=[CH:6][CH:7]=1. Procedure: According to the method of (Example 129) <Step 1>, from (3-bromophenyl)methanol (0.50 g) and (4-(hydroxymethyl)phenyl)boronic acid (0.69), the subject compound (0.25 g) was obtained as a colorless solid.